From a dataset of the Open Reaction Database (ORD), a public repository of structured organic reaction records. describe an organic reaction: reactants, conditions, products, and yield Reactants: C(C(CO)(CO)N)O (Tris), P(O)(=O)(OP(=O)(O)OP(=O)(O)O)OC[C@@H]1[C@H]([C@H]([C@@H](O1)N1C=NC=2C(N)=NC=NC12)O)O (ATP), C(C(CO)(CO)N)O.Cl (Tris-HCl), [Mg+2].[Cl-].[Cl-] (MgCl2), CC=1C=CC(=CC1NC=2N=CC=C(N2)C=3C=CC=NC3)NC(=O)C=4C=CC(=CC4)CN5CCN(CC5)C (imatinib), CC=1C=CC(=CC1NC=2N=CC=C(N2)C=3C=CC=NC3)NC(=O)C=4C=CC(=CC4)CN5CCN(CC5)C (imatinib), 4, P(O)(=O)(OP(=O)(O)OP(=O)(O)O)OC[C@@H]1[C@H]([C@H]([C@@H](O1)N1C=NC=2C(N)=NC=NC12)O)O (ATP), N[C@H](C(=O)O)CCC(=O)N[C@@H](CS)C(=O)NCC(=O)O (glutathione), 4, C([C@H]([C@@H](CS)O)O)S (DTT). Solvent: O (water), O (water). Run at time 1 hour. Yields the product N[C@@H](CC1=CC=C(C=C1)O)C(=O)O (Tyrosine). As a reaction SMILES: C(O)C(N)(CO)CO.[NH2:9][C@@H:10]([CH2:14][CH2:15][C:16](N[C@H](C(NCC(O)=O)=O)CS)=O)[C:11]([OH:13])=[O:12].C(O)C(N)(CO)CO.Cl.[Mg+2].[Cl-].[Cl-].[CH2:41](S)[C@@H:42](O)[C@H:43]([OH:46])[CH2:44]S.P(OC[C@H]1O[C@@H](N2C3N=CN=C(N)C=3N=C2)[C@H](O)[C@@H]1O)(OP(OP(O)(O)=O)(O)=O)(=O)O.CC1C=CC(NC(C2C=CC(CN3CCN(C)CC3)=CC=2)=O)=CC=1NC1N=CC=C(C2C=CC=NC=2)N=1>O>[NH2:9][C@H:10]([C:11]([OH:13])=[O:12])[CH2:14][C:15]1[CH:16]=[CH:44][C:43]([OH:46])=[CH:42][CH:41]=1 |f:2.3,4.5.6|. Reported procedure: Bead-Based Kinase Assays. SwellGel Discs (Pierce) were suspended in cold 50 mM Tris, pH 7.5 so that 1 μl of bead suspension bound 1 μg of GST fusion protein. One nmol of GST-Crkl substrate was incubated with the glutathione bead suspension for 1 h at 4° C. with constant rotation. The substrate-bound beads were washed twice with ice-cold 50 mM Tris-HCl, pH 7.5 containing 10 mM MgCl2. Substrate-bound beads were then incubated with either recombinant v-Abl or K562 cell lysate. The v-Abl reaction mi...